Dataset: the Open Reaction Database (ORD), a public repository of structured organic reaction records. Task: describe an organic reaction: reactants, conditions, products, and yield The reactants are CCOC(=O)c1c(C(=O)c2ccc(NC(=O)OC(C)(C)C)cc2[N+](=O)[O-])nnn1Cc1ccc(OC)cc1, CCOC(=O)c1nnn(Cc2ccc(OC)cc2)c1C(=O)c1ccc(NC(=O)OC(C)(C)C)cc1[N+](=O)[O-], CCOC(C)=O. Yields the product CCOC(=O)c1c(C(=O)c2ccc(NC(=O)OC(C)(C)C)cc2N)nnn1Cc1ccc(OC)cc1. Reaction SMILES: [C:1]([CH3:2])([CH3:3])([CH3:4])[O:5][C:6](=[O:7])[NH:8][c:9]1[cH:10][c:11]([N+:36]([O-:37])=[O:38])[c:12]([C:13](=[O:14])[c:15]2[n:16][n:17][n:18]([CH2:25][c:26]3[cH:27][cH:28][c:29]([O:32][CH3:33])[cH:30][cH:31]3)[c:19]2[C:20](=[O:21])[O:22][CH2:23][CH3:24])[cH:34][cH:35]1.[C:39]([O:40][C:41]([NH:42][c:43]1[cH:44][cH:45][c:46]([C:47]([c:48]2[n:49]([CH2:50][c:51]3[cH:52][cH:53][c:54]([O:55][CH3:56])[cH:57][cH:58]3)[n:59][n:60][c:61]2[C:62]([O:63][CH2:64][CH3:65])=[O:66])=[O:67])[c:68]([N+:69]([O-:70])=[O:71])[cH:72]1)=[O:73])([CH3:74])([CH3:75])[CH3:76].[CH3:77][CH2:78][O:79][C:80](=[O:81])[CH3:82]>>[C:1]([CH3:2])([CH3:3])([CH3:4])[O:5][C:6](=[O:7])[NH:8][c:9]1[cH:10][c:11]([NH2:36])[c:12]([C:13](=[O:14])[c:15]2[n:16][n:17][n:18]([CH2:25][c:26]3[cH:27][cH:28][c:29]([O:32][CH3:33])[cH:30][cH:31]3)[c:19]2[C:20](=[O:21])[O:22][CH2:23][CH3:24])[cH:34][cH:35]1. The reactants are FC1=C(OC2=CC3=C(N(C2=O)C)C(=NN3)I)C=CC(=C1)F (6-(2,4-difluorophenoxy)-3-iodo-4-methyl-1,4-dihydro-pyrazolo[4,3-b]pyridin-5-one), O(C(=O)OC(C)(C)C)C(=O)OC(C)(C)C (BOC2O). Reagents/catalysts: CN(C)C=1C=CN=CC1 (DMAP). The solvent is C(C)(=O)OCC (ethyl acetate), O (water), O1CCCC1 (tetrahydrofuran). The product is C(C)(C)(C)OC(=O)N1N=C(C=2N(C(C(=CC21)OC2=C(C=C(C=C2)F)F)=O)C)I (6-(2,4-difluorophenoxy)-3-iodo-4-methyl-5-oxo-4,5-dihydro-pyrazolo[4,3-b]pyridine-1-carboxylic acid tert-butyl ester). The yield is 120.0%. As a reaction SMILES: [F:1][C:2]1[CH:20]=[C:19]([F:21])[CH:18]=[CH:17][C:3]=1[O:4][C:5]1[C:10](=[O:11])[N:9]([CH3:12])[C:8]2[C:13]([I:16])=[N:14][NH:15][C:7]=2[CH:6]=1.[O:22](C(OC(C)(C)C)=O)[C:23]([O:25][C:26]([CH3:29])([CH3:28])[CH3:27])=O>O1CCCC1.CN(C1C=CN=CC=1)C.C(OCC)(=O)C.O>[C:26]([O:25][C:23]([N:15]1[C:7]2[CH:6]=[C:5]([O:4][C:3]3[CH:17]=[CH:18][C:19]([F:21])=[CH:20][C:2]=3[F:1])[C:10](=[O:11])[N:9]([CH3:12])[C:8]=2[C:13]([I:16])=[N:14]1)=[O:22])([CH3:29])([CH3:28])[CH3:27]. Reported procedure: To a solution of 6-(2,4-difluorophenoxy)-3-iodo-4-methyl-1,4-dihydro-pyrazolo[4,3-b]pyridin-5-one (12 mg, 0.0298 mmol) in tetrahydrofuran (5 mL) was added BOC2O (16 mg, 2.5 eq) and DMAP (catalytic). The resulting mixture was heated under reflux for 30 minutes, cooled to room temperature, and diluted with ethyl acetate (35 mL) and water (25 mL). The organic layer was separated, washed successively with water (2×25 mL), 0.5 N HCl (2×20 mL) and brine (1×25 mL), dried over magnesium sulfate, filtere... The reactants are CCS(=O)(=O)CCC12CCC(C(=O)OC)(CC1)CC2, CO, [K+], [OH-], O. Product: CCS(=O)(=O)CCC12CCC(C(=O)O)(CC1)CC2. As a reaction SMILES: [CH2:1]([CH3:2])[S:3](=[O:4])(=[O:5])[CH2:6][CH2:7][C:8]12[CH2:9][CH2:10][C:11]([C:16](=[O:17])[O:18][CH3:19])([CH2:12][CH2:13]1)[CH2:14][CH2:15]2.[CH3:22][OH:23].[K+:21].[OH-:20].[OH2:24]>>[CH2:1]([CH3:2])[S:3](=[O:4])(=[O:5])[CH2:6][CH2:7][C:8]12[CH2:9][CH2:10][C:11]([C:16](=[O:17])[OH:18])([CH2:12][CH2:13]1)[CH2:14][CH2:15]2.